This data is from the Open Reaction Database (ORD), a public repository of structured organic reaction records. The task is: describe an organic reaction: reactants, conditions, products, and yield Yield: 52.0%. Procedure: 200 mg (0.6 mmol) 4-(3-chloro-6-phenyl-imidazo[1,2-a]pyrimidin-7-yl)benzaldehyde was reacted with 197 mg (0.72 mmol) 2-(5-azetidine-3-yl-[1,2,4]triazol-3-yl)-pyridine hydrochloride salt according to the procedure in example 1. After four and a half hours the reaction mixture was worked up and purified in the usual way as described in example 1. 162 mg of the desired product were obtained Starting materials: ClC1=CN=C2N1C=C(C(=N2)C2=CC=C(C=O)C=C2)C2=CC=CC=C2 (4-(3-chloro-6-phenyl-imidazo[1,2-a]pyrimidin-7-yl)benzaldehyde), Cl.N1CC(C1)C1=NC(=NN1)C1=NC=CC=C1 (2-(5-azetidine-3-yl-[1,2,4]triazol-3-yl)-pyridine hydrochloride salt). Product: ClC1=CN=C2N1C=C(C(=N2)C2=CC=C(C=C2)CN2CC(C2)C2=NNC(=N2)C2=NC=CC=C2)C2=CC=CC=C2 (3-Chloro-6-phenyl-7-(4-{[3-(5-pyridin-2-yl-1,2,4-triazol-3-yl)azetidin-1-yl]methyl}phenyl)imidazo[1,2-a]pyrimidine). Reaction SMILES: [Cl:1][C:2]1[N:6]2[CH:7]=[C:8]([C:19]3[CH:24]=[CH:23][CH:22]=[CH:21][CH:20]=3)[C:9]([C:11]3[CH:18]=[CH:17][C:14]([CH:15]=O)=[CH:13][CH:12]=3)=[N:10][C:5]2=[N:4][CH:3]=1.Cl.[NH:26]1[CH2:29][CH:28]([C:30]2[NH:34][N:33]=[C:32]([C:35]3[CH:40]=[CH:39][CH:38]=[CH:37][N:36]=3)[N:31]=2)[CH2:27]1>>[Cl:1][C:2]1[N:6]2[CH:7]=[C:8]([C:19]3[CH:24]=[CH:23][CH:22]=[CH:21][CH:20]=3)[C:9]([C:11]3[CH:18]=[CH:17][C:14]([CH2:15][N:26]4[CH2:27][CH:28]([C:30]5[N:31]=[C:32]([C:35]6[CH:40]=[CH:39][CH:38]=[CH:37][N:36]=6)[NH:33][N:34]=5)[CH2:29]4)=[CH:13][CH:12]=3)=[N:10][C:5]2=[N:4][CH:3]=1 |f:1.2|. The reactants are C[S-], CN(C)C=O, CSc1nnc(C=Cc2cc(C(C)(C)C)c(O)c(C(C)(C)C)c2)s1, [Na+], [Na+], [OH-], O. Yields the product CC(C)(C)c1cc(C=Cc2n[nH]c(=S)s2)cc(C(C)(C)C)c1O. Reaction SMILES: [CH3:1][S-:2].[CH3:30][N:31]([CH3:32])[CH:33]=[O:34].[CH3:4][C:5]([CH3:6])([CH3:7])[c:8]1[c:9]([OH:27])[c:10]([C:23]([CH3:24])([CH3:25])[CH3:26])[cH:11][c:12]([CH:14]=[CH:15][c:16]2[s:17][c:18]([S:21][CH3:22])[n:19][n:20]2)[cH:13]1.[Na+:29].[Na+:3].[OH-:28].[OH2:35]>>[CH3:4][C:5]([CH3:6])([CH3:7])[c:8]1[c:9]([OH:27])[c:10]([C:23]([CH3:24])([CH3:25])[CH3:26])[cH:11][c:12]([CH:14]=[CH:15][c:16]2[s:17][c:18](=[S:21])[nH:19][n:20]2)[cH:13]1. Reactants: [Na+].C(CCCCCCCCCCCCCCC)NC1=CC=C(C(=O)[O-])C=C1 (p-hexadecylaminobenzoic acid sodium salt), O=C[C@H](O)[C@@H](O)[C@H](O)[C@H](O)CO (dextrose). Run in O (water), O (water). Yields the product O=C[C@H](O)[C@@H](O)[C@H](O)[C@H](O)CO.[Na+].C(CCCCCCCCCCCCCCC)NC1=CC=C(C(=O)[O-])C=C1 (Dextrose p-hexadecylaminobenzoic acid sodium salt). RXN SMILES: [Na+:1].[CH2:2]([NH:18][C:19]1[CH:27]=[CH:26][C:22]([C:23]([O-:25])=[O:24])=[CH:21][CH:20]=1)[CH2:3][CH2:4][CH2:5][CH2:6][CH2:7][CH2:8][CH2:9][CH2:10][CH2:11][CH2:12][CH2:13][CH2:14][CH2:15][CH2:16][CH3:17].[O:28]=[CH:29][C@@H:30]([C@H:32]([C@@H:34]([C@@H:36]([CH2:38][OH:39])[OH:37])[OH:35])[OH:33])[OH:31]>O>[O:28]=[CH:29][C@@H:30]([C@H:32]([C@@H:34]([C@@H:36]([CH2:38][OH:39])[OH:37])[OH:35])[OH:33])[OH:31].[Na+:1].[CH2:2]([NH:18][C:19]1[CH:20]=[CH:21][C:22]([C:23]([O-:25])=[O:24])=[CH:26][CH:27]=1)[CH2:3][CH2:4][CH2:5][CH2:6][CH2:7][CH2:8][CH2:9][CH2:10][CH2:11][CH2:12][CH2:13][CH2:14][CH2:15][CH2:16][CH3:17] |f:0.1,4.5.6|. Reported procedure: A solution of 1.0 g. of p-hexadecylaminobenzoic acid sodium salt and 1.0 g. of dextrose in 12.5 ml. of water at 75-85° C. is frozen quickly by immersion in a -80° C. bath and lyophilized. The resulting solid coprecipitate is pulverized, providing an amorphous, water-soluble product. Reactants: ClC=1C=C(C(=O)OO)C=CC1 (3-chloroperoxybenzoic acid), ClC1=CC2=C(NC(=N2)[C@H](CCSC)NC(C2=CC(=C(C=C2)C(=O)N2[C@@H](CCC2)CNC(=O)OC(C)(C)C)Cl)=O)C=C1 (N-[(1S)-1-(5-chloro-1H-benzimidazol-2-yl)-3-methylsulfanylpropyl]-3-chloro-4-[(2S)-2-(N-tert-butoxycarbonylaminomethyl)pyrrolidin-1-ylcarbonyl]benzamide). The solvent is ClCCl (dichloromethane), C(C)(=O)O (acetic acid). Conditions: time 30 minute. The product is ClC1=CC2=C(NC(=N2)[C@H](CCS(=O)C)NC(C2=CC(=C(C=C2)C(=O)N2[C@@H](CCC2)CNC(=O)OC(C)(C)C)Cl)=O)C=C1 (N-[(1S)-1-(5-chloro-1H-benzimidazol-2-yl)-3-methylsulfinylpropyl]-3-chloro-4-[(2S)-2-(N-tert-butoxycarbonylaminomethyl)pyrrolidin-1-ylcarbonyl]benzamide). RXN SMILES: ClC1C=C(C=CC=1)C(OO)=[O:6].[Cl:12][C:13]1[CH:52]=[CH:51][C:16]2[NH:17][C:18]([C@@H:20]([NH:25][C:26](=[O:50])[C:27]3[CH:32]=[CH:31][C:30]([C:33]([N:35]4[CH2:39][CH2:38][CH2:37][C@H:36]4[CH2:40][NH:41][C:42]([O:44][C:45]([CH3:48])([CH3:47])[CH3:46])=[O:43])=[O:34])=[C:29]([Cl:49])[CH:28]=3)[CH2:21][CH2:22][S:23][CH3:24])=[N:19][C:15]=2[CH:14]=1>ClCCl.C(O)(=O)C>[Cl:12][C:13]1[CH:52]=[CH:51][C:16]2[NH:17][C:18]([C@@H:20]([NH:25][C:26](=[O:50])[C:27]3[CH:32]=[CH:31][C:30]([C:33]([N:35]4[CH2:39][CH2:38][CH2:37][C@H:36]4[CH2:40][NH:41][C:42]([O:44][C:45]([CH3:48])([CH3:47])[CH3:46])=[O:43])=[O:34])=[C:29]([Cl:49])[CH:28]=3)[CH2:21][CH2:22][S:23]([CH3:24])=[O:6])=[N:19][C:15]=2[CH:14]=1. Reported procedure: 0.1 g (0.4 mmol) of 3-chloroperoxybenzoic acid is added at −10° C. to a solution of 0.3 g (0.4 mmol) of N-[(1S)-1-(5-chloro-1H-benzimidazol-2-yl)-3-methylsulfanylpropyl]-3-chloro-4-[(2S)-2-(N-tert-butoxycarbonylaminomethyl)pyrrolidin-1-ylcarbonyl]benzamide in 10 mL of dichloromethane and 1 mL of glacial acetic acid and stirred for 30 minutes. Then the mixture is stirred for 4 hours at ambient temperature and washed with 5% sodium carbonate solution. The combined organic phases are dried with sod... Starting materials: CCC(=O)Cl, CCOC(=O)COc1c(C(=O)OC)sc(-c2cccc(N)c2)c1Br, CCN(C(C)C)C(C)C, ClCCl. As a reaction SMILES: [C:34]([CH2:35][CH3:36])(=[O:37])[Cl:38].[CH3:1][O:2][C:3](=[O:4])[c:5]1[s:6][c:7](-[c:18]2[cH:19][c:20]([NH2:24])[cH:21][cH:22][cH:23]2)[c:8]([Br:17])[c:9]1[O:10][CH2:11][C:12](=[O:13])[O:14][CH2:15][CH3:16].[CH:25]([N:26]([CH:27]([CH3:28])[CH3:29])[CH2:30][CH3:31])([CH3:32])[CH3:33].[Cl:39][CH2:40][Cl:41]>>[CH3:1][O:2][C:3](=[O:4])[c:5]1[s:6][c:7](-[c:18]2[cH:19][c:20]([NH:24][C:34]([CH2:35][CH3:36])=[O:37])[cH:21][cH:22][cH:23]2)[c:8]([Br:17])[c:9]1[O:10][CH2:11][C:12](=[O:13])[O:14][CH2:15][CH3:16]. Product: CCOC(=O)COc1c(C(=O)OC)sc(-c2cccc(NC(=O)CC)c2)c1Br. Reactants: NS(=O)(=O)[O-].[NH4+] (ammonium amidosulfonate), NS(=O)(=O)O (amidosulfonic acid), S(=O)(=O)([O-])[O-].[NH4+].[NH4+] (ammonium sulfate), N (ammonia), S(=O)(=O)=O (sulfur trioxide), N (ammonia), NS(=O)(=O)[O-].[NH4+] (ammonium amidosulfonate). Run in O (water). Product: ammonium imidodisulfonate, [NH4+].N(S(=O)(=O)[O-])(S(=O)(=O)[O-])S(=O)(=O)[O-] (ammonium nitrilo-trisulfonate). As a reaction SMILES: [S:1](=[O:4])(=[O:3])=[O:2].N.[NH2:6][S:7]([O-:10])(=[O:9])=[O:8].[NH4+].[NH2:12][S:13]([OH:16])(=[O:15])=[O:14].S([O-])([O-])(=O)=O.[NH4+].[NH4+]>O>[NH4+:6].[N:12]([S:7]([O-:10])(=[O:9])=[O:8])([S:13]([O-:16])(=[O:15])=[O:14])[S:1]([O-:4])(=[O:3])=[O:2] |f:2.3,5.6.7,9.10|. Reported procedure: U.S. Pat. No. 3,661,516 describes a process in which the reaction of sulfur trioxide and ammonia is carried out in the presence of an amount of ammonia exceeding the amount stoichiometrically necessary for the formation of ammonium amidosulfonate, and at a temperature at which a melted reaction mixture is obtained. The hot reaction mixture is to be reacted preferably with water, in which process step ammonium amidosulfonate, amidosulfonic acid and ammonium sulfate are formed from ammonium-imidod... Starting materials: C(#N)N=C(NCC1=CC=CC=C1)NC=1C=C(C(=O)OC)C=CC1 (methyl 3-[[(cyanoimino)[(phenylmethyl)-amino]methyl]amino]benzoate), NC(=NC#N)NC=1C=C(C(=O)OC)C=CC1 (methyl 3-[[amino(cyanoimino)methyl]-amino]benzoate). Yields the product NC(=NC#N)NC=1C=C(C(=O)O)C=CC1 (3-[[amino(cyanoimino)methyl]amino]-benzoic acid). The yield is 92.0%. As a reaction SMILES: [C:1]([N:3]=[C:4]([NH:13][C:14]1[CH:15]=[C:16]([CH:21]=[CH:22][CH:23]=1)[C:17]([O:19]C)=[O:18])[NH:5]CC1C=CC=CC=1)#[N:2].NC(NC1C=C(C=CC=1)C(OC)=O)=NC#N>>[NH2:5][C:4]([NH:13][C:14]1[CH:15]=[C:16]([CH:21]=[CH:22][CH:23]=1)[C:17]([OH:19])=[O:18])=[N:3][C:1]#[N:2]. Procedure: The title compound was prepared as described in Example I except that the compound of Example E was replaced with an equivalent amount of the compound of Example G. This afforded the title compound (92%) as a white solid. Starting materials: NC1=NC(=C(C(=N1)C=1OC=CC1)C#N)S(=O)(=O)C (2-amino-4-furan-2-yl-6-methanesulfonyl-pyrimidine-5-carbonitrile), C1(=CC=CC=C1)NCCN (N-phenylethylenediamine). The solvent is COCCOC (DME). The product is NC1=NC(=C(C(=N1)C=1OC=CC1)C#N)NCCNC1=CC=CC=C1 (2-Amino-4-furan-2-yl-6-(2-phenylamino-ethylamino)-pyrimidine-5-carbonitrile). RXN SMILES: [NH2:1][C:2]1[N:7]=[C:6]([C:8]2[O:9][CH:10]=[CH:11][CH:12]=2)[C:5]([C:13]#[N:14])=[C:4](S(C)(=O)=O)[N:3]=1.[C:19]1([NH:25][CH2:26][CH2:27][NH2:28])[CH:24]=[CH:23][CH:22]=[CH:21][CH:20]=1>COCCOC>[NH2:1][C:2]1[N:7]=[C:6]([C:8]2[O:9][CH:10]=[CH:11][CH:12]=2)[C:5]([C:13]#[N:14])=[C:4]([NH:28][CH2:27][CH2:26][NH:25][C:19]2[CH:24]=[CH:23][CH:22]=[CH:21][CH:20]=2)[N:3]=1. Reported procedure: From 2-amino-4-furan-2-yl-6-methanesulfonyl-pyrimidine-5-carbonitrile and N-phenylethylenediamine in DME. ES-MS m/e (%): 321 (M+H+, 100). Product: Nc1ccc(-c2cc(C(F)(F)F)ccc2OCc2ccccc2)c(Cl)c1. As a reaction SMILES: [Br:22][c:23]1[c:24]([Cl:30])[cH:25][c:26]([NH2:27])[cH:28][cH:29]1.[CH3:31][CH2:32][OH:33].[CH3:40][c:41]1[cH:42][cH:43][cH:44][cH:45][cH:46]1.[Na+:34].[Na+:35].[O-:36][C:37](=[O:38])[O-:39].[c:1]1([CH2:7][O:8][c:9]2[c:10]([B:19]([OH:20])[OH:21])[cH:11][c:12]([C:15]([F:16])([F:17])[F:18])[cH:13][cH:14]2)[cH:2][cH:3][cH:4][cH:5][cH:6]1.[cH:47]1[cH:48][cH:49][c:50]([P:51]([Pd:52]([P:53]([c:54]2[cH:55][cH:56][cH:57][cH:58][cH:59]2)([c:60]2[cH:61][cH:62][cH:63][cH:64][cH:65]2)[c:66]2[cH:67][cH:68][cH:69][cH:70][cH:71]2)([P:72]([c:73]2[cH:74][cH:75][cH:76][cH:77][cH:78]2)([c:79]2[cH:80][cH:81][cH:82][cH:83][cH:84]2)[c:85]2[cH:86][cH:87][cH:88][cH:89][cH:90]2)[P:91]([c:92]2[cH:93][cH:94][cH:95][cH:96][cH:97]2)([c:98]2[cH:99][cH:100][cH:101][cH:102][cH:103]2)[c:104]2[cH:105][cH:106][cH:107][cH:108][cH:109]2)([c:110]2[cH:111][cH:112][cH:113][cH:114][cH:115]2)[c:116]2[cH:117][cH:118][cH:119][cH:120][cH:121]2)[cH:122][cH:123]1>>[c:1]1([CH2:7][O:8][c:9]2[c:10](-[c:23]3[c:24]([Cl:30])[cH:25][c:26]([NH2:27])[cH:28][cH:29]3)[cH:11][c:12]([C:15]([F:16])([F:17])[F:18])[cH:13][cH:14]2)[cH:2][cH:3][cH:4][cH:5][cH:6]1. The reactants are Nc1ccc(Br)c(Cl)c1, CCO, Cc1ccccc1, [Na+], [Na+], O=C([O-])[O-], OB(O)c1cc(C(F)(F)F)ccc1OCc1ccccc1, c1ccc(P(c2ccccc2)(c2ccccc2)[Pd](P(c2ccccc2)(c2ccccc2)c2ccccc2)(P(c2ccccc2)(c2ccccc2)c2ccccc2)P(c2ccccc2)(c2ccccc2)c2ccccc2)cc1.